describe an organic reaction: reactants, conditions, products, and yield From a dataset of the Open Reaction Database (ORD), a public repository of structured organic reaction records. Starting materials: BrC1=C(C=C(C(=O)OC(C)(C)C)C=C1)OC (tert-butyl 4-bromo-3-methoxy-benzoate), COC(=C(C)C)O[Si](C)(C)C ((1-methoxy-2-methyl-prop-1-enoxy)-trimethyl-silane), Pd(tBu3P)2. The reagents and catalysts are [F-].[F-].[Zn+2] (ZnF2). The solvent is CN(C)C=O (DMF). Conditions: time 8 hour. The product is COC=1C=C(C(=O)OC(C)(C)C)C=CC1C(C(=O)OC)(C)C (tert-Butyl 3-methoxy-4-(1-methoxy-2-methyl-1-oxopropan-2-yl)benzoate). RXN SMILES: Br[C:2]1[CH:14]=[CH:13][C:5]([C:6]([O:8][C:9]([CH3:12])([CH3:11])[CH3:10])=[O:7])=[CH:4][C:3]=1[O:15][CH3:16].[CH3:17][O:18][C:19]([O:23][Si](C)(C)C)=[C:20]([CH3:22])[CH3:21]>CN(C=O)C.[F-].[F-].[Zn+2]>[CH3:16][O:15][C:3]1[CH:4]=[C:5]([CH:13]=[CH:14][C:2]=1[C:20]([CH3:22])([CH3:21])[C:19]([O:18][CH3:17])=[O:23])[C:6]([O:8][C:9]([CH3:12])([CH3:11])[CH3:10])=[O:7] |f:3.4.5|. Procedure: To a microwave vial was added ZnF2 (36 mg, 0.35 mmol) and Pd(tBu3P)2 (7.2 mg, 0.014 mmol). The reaction vessel was purged with nitrogen for 10 minutes before tert-butyl 4-bromo-3-methoxy-benzoate (200 mg, 0.70 mmol) dissolved in DMF (2.5 mL) was added followed by (1-methoxy-2-methyl-prop-1-enoxy)-trimethyl-silane (180 mg, 1.1 mmol). The reaction vessel was placed in an 80° C. oil bath under an atmosphere of nitrogen and the mixture was allowed to stir overnight. The mixture was allowed to cool t... RXN SMILES: [CH2:51]([Cl:52])[Cl:53].[CH3:35][c:36]1[s:37][c:38]([CH3:45])[cH:39][c:40]1[S:41](=[O:42])(=[O:43])[Cl:44].[CH:26]([N:27]([CH:28]([CH3:29])[CH3:30])[CH2:31][CH3:32])([CH3:33])[CH3:34].[NH2:1][c:2]1[n:3][c:4]([NH:19][CH:20]2[CH2:21][CH2:22][NH:23][CH2:24][CH2:25]2)[n:5][cH:6][c:7]1[C:8](=[O:9])[c:10]1[c:11]([O:17][CH3:18])[cH:12][cH:13][c:14]([F:16])[cH:15]1.[O:46]1[CH2:47][CH2:48][CH2:49][CH2:50]1>>[NH2:1][c:2]1[n:3][c:4]([NH:19][CH:20]2[CH2:21][CH2:22][N:23]([S:41]([c:40]3[c:36]([CH3:35])[s:37][c:38]([CH3:45])[cH:39]3)(=[O:42])=[O:43])[CH2:24][CH2:25]2)[n:5][cH:6][c:7]1[C:8](=[O:9])[c:10]1[c:11]([O:17][CH3:18])[cH:12][cH:13][c:14]([F:16])[cH:15]1. The product is COc1ccc(F)cc1C(=O)c1cnc(NC2CCN(S(=O)(=O)c3cc(C)sc3C)CC2)nc1N. The reactants are ClCCl, Cc1cc(S(=O)(=O)Cl)c(C)s1, CCN(C(C)C)C(C)C, COc1ccc(F)cc1C(=O)c1cnc(NC2CCNCC2)nc1N, C1CCOC1. Starting materials: ClC=1C(=NC=C(C1)Cl)F (3,5-dichloro-2-fluoropyridine), C(C)N1N=CC2=CC(=CC=C12)CNS(=O)(=O)C1=CC=C(C(=O)OC)C=C1 (Methyl 4-(N-((1-ethyl-1H-indazol-5-yl)methyl)sulfamoyl)benzoate). Yields the product ClC=1C(=NC=C(C1)Cl)N(S(=O)(=O)C1=CC=C(C(=O)OC)C=C1)CC=1C=C2C=NN(C2=CC1)CC (Methyl 4-(N-(3,5-dichloropyridin-2-yl)-N-((1-ethyl-1H-indazol-5-yl)methyl)sulfamoyl)benzoate). As a reaction SMILES: [Cl:1][C:2]1[C:3](F)=[N:4][CH:5]=[C:6]([Cl:8])[CH:7]=1.[CH2:10]([N:12]1[C:20]2[C:15](=[CH:16][C:17]([CH2:21][NH:22][S:23]([C:26]3[CH:35]=[CH:34][C:29]([C:30]([O:32][CH3:33])=[O:31])=[CH:28][CH:27]=3)(=[O:25])=[O:24])=[CH:18][CH:19]=2)[CH:14]=[N:13]1)[CH3:11]>>[Cl:1][C:2]1[C:3]([N:22]([CH2:21][C:17]2[CH:16]=[C:15]3[C:20](=[CH:19][CH:18]=2)[N:12]([CH2:10][CH3:11])[N:13]=[CH:14]3)[S:23]([C:26]2[CH:27]=[CH:28][C:29]([C:30]([O:32][CH3:33])=[O:31])=[CH:34][CH:35]=2)(=[O:25])=[O:24])=[N:4][CH:5]=[C:6]([Cl:8])[CH:7]=1. Procedure details: The titled compound was prepared according to the procedure described in step-2 of Example 1 from 3,5-dichloro-2-fluoropyridine and methyl 4-(N-((1-ethyl-1H-indazol-5-yl)methyl)sulfamoyl)benzoate (step-1 of Example 15). Starting materials: O=C([O-])[O-], O=c1[nH]nc(CCl)[nH]1, Cl, FC(F)(F)c1cc(COC2CCNCC2c2ccccc2)cc(C(F)(F)F)c1, [K+], [K+], CN(C)C=O, O. The product is O=c1[nH]nc(CN2CCC(OCc3cc(C(F)(F)F)cc(C(F)(F)F)c3)C(c3ccccc3)C2)[nH]1. As a reaction SMILES: [C:30](=[O:31])([O-:32])[O-:33].[Cl:36][CH2:37][c:38]1[nH:39][c:40](=[O:43])[nH:41][n:42]1.[ClH:1].[F:2][C:3]([c:4]1[cH:5][c:6]([CH2:7][O:8][CH:9]2[CH:10]([c:15]3[cH:16][cH:17][cH:18][cH:19][cH:20]3)[CH2:11][NH:12][CH2:13][CH2:14]2)[cH:21][c:22]([C:24]([F:25])([F:26])[F:27])[cH:23]1)([F:28])[F:29].[K+:34].[K+:35].[O:44]=[CH:45][N:46]([CH3:47])[CH3:48].[OH2:49]>>[F:2][C:3]([c:4]1[cH:5][c:6]([CH2:7][O:8][CH:9]2[CH:10]([c:15]3[cH:16][cH:17][cH:18][cH:19][cH:20]3)[CH2:11][N:12]([CH2:37][c:38]3[nH:39][c:40](=[O:43])[nH:41][n:42]3)[CH2:13][CH2:14]2)[cH:21][c:22]([C:24]([F:25])([F:26])[F:27])[cH:23]1)([F:28])[F:29]. Reactants: CC(=O)[O-], CC(=O)O, [Na+], O=C1CNC(=O)N1, O=CC=Cc1ccccc1, O. The product is O=C1NC(=O)C(=CC=Cc2ccccc2)N1. As a reaction SMILES: [CH3:19][C:20](=[O:21])[O-:22].[CH3:24][C:25](=[O:26])[OH:27].[Na+:18].[O:1]=[C:2]1[CH2:3][NH:4][C:5](=[O:6])[NH:7]1.[O:8]=[CH:9][CH:10]=[CH:11][c:12]1[cH:13][cH:14][cH:15][cH:16][cH:17]1.[OH2:23]>>[O:1]=[C:2]1[C:3](=[CH:9][CH:10]=[CH:11][c:12]2[cH:13][cH:14][cH:15][cH:16][cH:17]2)[NH:4][C:5](=[O:6])[NH:7]1. Starting materials: CO, CCCCc1nc2c(N)nc3ccccc3c2n1CCCN(Cc1ccc(CC(=O)O)cc1)C1CCN(C)CC1, O=S(=O)(O)O. Yields the product CCCCc1nc2c(N)nc3ccccc3c2n1CCCN(Cc1ccc(CC(=O)OC)cc1)C1CCN(C)CC1. As a reaction SMILES: [CH3:46][OH:47].[NH2:6][c:7]1[n:8][c:9]2[cH:10][cH:11][cH:12][cH:13][c:14]2[c:15]2[c:16]1[n:17][c:18]([CH2:42][CH2:43][CH2:44][CH3:45])[n:19]2[CH2:20][CH2:21][CH2:22][N:23]([CH:24]1[CH2:25][CH2:26][N:27]([CH3:30])[CH2:28][CH2:29]1)[CH2:31][c:32]1[cH:33][cH:34][c:35]([CH2:38][C:39](=[O:40])[OH:41])[cH:36][cH:37]1.[S:1](=[O:2])(=[O:3])([OH:4])[OH:5]>>[NH2:6][c:7]1[n:8][c:9]2[cH:10][cH:11][cH:12][cH:13][c:14]2[c:15]2[c:16]1[n:17][c:18]([CH2:42][CH2:43][CH2:44][CH3:45])[n:19]2[CH2:20][CH2:21][CH2:22][N:23]([CH:24]1[CH2:25][CH2:26][N:27]([CH3:30])[CH2:28][CH2:29]1)[CH2:31][c:32]1[cH:33][cH:34][c:35]([CH2:38][C:39](=[O:40])[O:41][CH3:46])[cH:36][cH:37]1. Reactants: C(C1=CC=CC=C1)OC1=C(C=C(C(=O)Cl)C=C1OC)OC (4-benzyloxy-3,5-dimethoxybenzoic acid chloride), solution, Formula 103, C(C1=CC=CC=C1)(=O)Cl (benzoic acid chloride), C1(=CC=CC=C1)S(=O)(=O)O (benzenesulfonic acid), C([O-])([O-])=O.[Na+].[Na+] (sodium carbonate), Formula 85, C(C)N1[C@@H](CCC1)CN ([(2S)-1-ethylpyrrolidin-2-yl]methanamine), amine. Solvent: C1(=CC=CC=C1)C (toluene), C(C)(=O)OCC (ethyl acetate). The product is C(C1=CC=CC=C1)(=O)N (benzamide). As a reaction SMILES: [CH2:1]([O:8]C1C(OC)=CC(C(Cl)=O)=CC=1OC)[C:2]1[CH:7]=[CH:6][CH:5]=[CH:4][CH:3]=1.C([N:24]1CCC[C@H]1CN)C.C(=O)([O-])[O-].[Na+].[Na+].C(Cl)(=O)C1C=CC=CC=1.C1(S(O)(=O)=O)C=CC=CC=1>C1(C)C=CC=CC=1.C(OCC)(=O)C>[C:1]([NH2:24])(=[O:8])[C:2]1[CH:7]=[CH:6][CH:5]=[CH:4][CH:3]=1 |f:2.3.4|. Reported procedure: First, 4-benzyloxy-3,5-dimethoxybenzoic acid chloride represented by Formula 85 and [(2S)-1-ethylpyrrolidin-2-yl]methanamine represented by Formula 103 were prepared in 0.2 M solution, respectively, using a toluene solvent. An amine solution (1.2 mL, 0.240 mmol) entered 10 mL vial and a sodium carbonate solution (0.4 mL, 0.200 mmol) was added thereto. Thereafter, a benzoic acid chloride solution (1.0 mL, 0.200 mmol) entered the vial, vigorously shaken and agitated at room temperature for 18 hour... The solvent is C(C)N(CC)CC (triethylamine). The product is C1(=CC=CC=C1)P(OC1=C(C=C(C=C1C(C)(C)C)C)C(C)(C)C)Cl (O-(2,6-Di-tert-butyl-4-methylphenyl) phenylphosphonochloridite). Reactants: C(C)(C)(C)C1=CC(=CC(=C1O)C(C)(C)C)C (2,6-di-tert-butyl-p-cresol), ClP(C1=CC=CC=C1)Cl (dichlorophenylphosphine). RXN SMILES: [C:1]([C:5]1[C:10]([OH:11])=[C:9]([C:12]([CH3:15])([CH3:14])[CH3:13])[CH:8]=[C:7]([CH3:16])[CH:6]=1)([CH3:4])([CH3:3])[CH3:2].[Cl:17][P:18](Cl)[C:19]1[CH:24]=[CH:23][CH:22]=[CH:21][CH:20]=1>C(N(CC)CC)C>[C:19]1([P:18]([Cl:17])[O:11][C:10]2[C:5]([C:1]([CH3:4])([CH3:3])[CH3:2])=[CH:6][C:7]([CH3:16])=[CH:8][C:9]=2[C:12]([CH3:15])([CH3:14])[CH3:13])[CH:24]=[CH:23][CH:22]=[CH:21][CH:20]=1. Procedure: To a solution of 110 grams of 2,6-di-tert-butyl-p-cresol in 252 grams of triethylamine was added at 25°-26° C. over a 15-minute period 89.5 grams of dichlorophenylphosphine. The reaction mixture was heated for 31 hours at 95°-97° C. The excess triethylamine solvent was then removed by distillation under vacuum, the resulting residue was triturated with 200 ml of dry benzene, and the white crystalline solid triethylamine hydrochloride was separated by filtration. The desired product named above w...